From a dataset of the Open Reaction Database (ORD), a public repository of structured organic reaction records. describe an organic reaction: reactants, conditions, products, and yield Reactants: C(C)N1C(CCC1)CNC(=O)C=1SC(=C(C1OC)C)C=O ((±) N-[(1-ethyl-2-pyrrolidinyl)methyl]-5-formyl-3-methoxy-4-methylthiophene-2-carboxamide), [BH4-].[Na+] (sodium borohydride), O (water). Run in C(C)O (ethanol). Run at time 2 hour. Product: C(C)N1C(CCC1)CNC(=O)C=1SC(=C(C1OC)C)CO ((±) N-[(1-Ethyl-2-pyrrolidinyl)methyl]-5-hydroxymethyl-3-methoxy-4-methylthiophene-2-carboxamide). RXN SMILES: [CH2:1]([N:3]1[CH2:7][CH2:6][CH2:5][CH:4]1[CH2:8][NH:9][C:10]([C:12]1[S:13][C:14]([CH:20]=[O:21])=[C:15]([CH3:19])[C:16]=1[O:17][CH3:18])=[O:11])[CH3:2].[BH4-].[Na+].O>C(O)C>[CH2:1]([N:3]1[CH2:7][CH2:6][CH2:5][CH:4]1[CH2:8][NH:9][C:10]([C:12]1[S:13][C:14]([CH2:20][OH:21])=[C:15]([CH3:19])[C:16]=1[O:17][CH3:18])=[O:11])[CH3:2] |f:1.2|. Procedure: To a solution of (±) N-[(1-ethyl-2-pyrrolidinyl)methyl]-5-formyl-3-methoxy-4-methylthiophene-2-carboxamide (1.15 g) in ethanol (30 ml) was added sodium borohydride (0.154 g) in one portion. The solution was stirred at room temperature for 2 hours and then water (50 ml) added. After extraction with ethyl acetate, washing the organic extracts with water, drying over magnesium sulphate and filtering, the solvent was removed in vacuo to give the title compound as a golden oil, fumarate salt, m.p. 11...